This data is from the Open Reaction Database (ORD), a public repository of structured organic reaction records. The task is: describe an organic reaction: reactants, conditions, products, and yield Starting materials: Nc1ccc(Br)cc1F, CCN(CC)Cc1cc(-c2ccn3ccnc3c2)ccn1, CC(=O)[O-], CS(C)=O, [K+], N#N. The product is CCN(CC)Cc1cc(-c2ccn3c(-c4ccc(N)c(F)c4)cnc3c2)ccn1. RXN SMILES: [Br:22][c:23]1[cH:24][c:25]([F:30])[c:26]([NH2:29])[cH:27][cH:28]1.[CH2:1]([CH3:2])[N:3]([CH2:4][c:5]1[n:6][cH:7][cH:8][c:9](-[c:11]2[cH:12][c:13]3[n:14]([cH:15][cH:16]2)[cH:17][cH:18][n:19]3)[cH:10]1)[CH2:20][CH3:21].[CH3:32][C:33](=[O:34])[O-:35].[CH3:38][S:39]([CH3:40])=[O:41].[K+:31].[N:36]#[N:37]>>[CH2:1]([CH3:2])[N:3]([CH2:4][c:5]1[n:6][cH:7][cH:8][c:9](-[c:11]2[cH:12][c:13]3[n:14]([cH:15][cH:16]2)[c:17](-[c:23]2[cH:24][c:25]([F:30])[c:26]([NH2:29])[cH:27][cH:28]2)[cH:18][n:19]3)[cH:10]1)[CH2:20][CH3:21]. Starting materials: COc1ccc(-c2ccc(-c3ccccn3)o2)cc1OC1CCCC1, ClCCl, O=C1CCC(=O)N1Br. Product: COc1ccc(-c2oc(-c3ccccn3)cc2Br)cc1OC1CCCC1. RXN SMILES: [CH:1]1([O:6][c:7]2[cH:8][c:9](-[c:15]3[o:16][c:17](-[c:20]4[n:21][cH:22][cH:23][cH:24][cH:25]4)[cH:18][cH:19]3)[cH:10][cH:11][c:12]2[O:13][CH3:14])[CH2:2][CH2:3][CH2:4][CH2:5]1.[Cl:34][CH2:35][Cl:36].[O:26]=[C:27]1[N:28]([Br:33])[C:29](=[O:30])[CH2:31][CH2:32]1>>[CH:1]1([O:6][c:7]2[cH:8][c:9](-[c:15]3[o:16][c:17](-[c:20]4[n:21][cH:22][cH:23][cH:24][cH:25]4)[cH:18][c:19]3[Br:33])[cH:10][cH:11][c:12]2[O:13][CH3:14])[CH2:2][CH2:3][CH2:4][CH2:5]1. Reaction conditions: time 4 hour. The product is C(C1=CC=CC=C1)OC=1C=CC=2C3=C(C=[N+](C2C1)[O-])N=C(N3CC(C)(C)NC(C)=O)COCC (N-[2-(7-benzyloxy-2-ethoxymethyl-5-oxido-1H-imidazo[4,5-c]quinolin-1-yl)-1,1-dimethylethyl]acetamide). As a reaction SMILES: C1C=C(Cl)C=C(C(OO)=[O:9])C=1.[CH2:12]([O:19][C:20]1[CH:21]=[CH:22][C:23]2[C:24]3[N:32]([CH2:33][C:34]([NH:37][C:38](=[O:40])[CH3:39])([CH3:36])[CH3:35])[C:31]([CH2:41][O:42][CH2:43][CH3:44])=[N:30][C:25]=3[CH:26]=[N:27][C:28]=2[CH:29]=1)[C:13]1[CH:18]=[CH:17][CH:16]=[CH:15][CH:14]=1>C(Cl)(Cl)Cl>[CH2:12]([O:19][C:20]1[CH:21]=[CH:22][C:23]2[C:24]3[N:32]([CH2:33][C:34]([NH:37][C:38](=[O:40])[CH3:39])([CH3:36])[CH3:35])[C:31]([CH2:41][O:42][CH2:43][CH3:44])=[N:30][C:25]=3[CH:26]=[N+:27]([O-:9])[C:28]=2[CH:29]=1)[C:13]1[CH:18]=[CH:17][CH:16]=[CH:15][CH:14]=1. Run in C(Cl)(Cl)Cl (chloroform). Procedure: mCPBA (60% pure, 1.70 g,) was added to a solution of N-[2-(7-benzyloxy-2-ethoxymethyl-1H-imidazo[4,5-c]quinolin-1-yl)-1,1-dimethylethyl]acetamide (1.71 g, 3.83 mmol) in chloroform (100 mL). The reaction was stirred for 4 hours and then an additional 0.57 g of mCPBA was added. The reaction was stirred for 2 more hours and then quenched by adding aqueous 1% sodium carbonate. The layers were separated and the aqueous fraction was extracted with five portions of chloroform. The combined organic frac... The yield is 100.5%. Starting materials: C1=CC(=CC(=C1)Cl)C(=O)OO (mCPBA), C(C1=CC=CC=C1)OC=1C=CC=2C3=C(C=NC2C1)N=C(N3CC(C)(C)NC(C)=O)COCC (N-[2-(7-benzyloxy-2-ethoxymethyl-1H-imidazo[4,5-c]quinolin-1-yl)-1,1-dimethylethyl]acetamide), C1=CC(=CC(=C1)Cl)C(=O)OO (mCPBA). Starting materials: SC1=NC2=C(N1CC(C1=NC=CC=C1)=O)C=CC=C2 (2-mercapto-1-[2-oxo-2-(2-pyridyl)ethyl]benzimidazole), C(=O)([O-])[O-].[Na+].[Na+] (Na2CO3). Solvent: polyphosphoric acid. Product: N1=C(C=CC=C1)C1=CN2C(=NC3=C2C=CC=C3)S1 (2-(2-Pyridyl)thiazolo[3,2-a]benzimidazole). Yield: 37.5%. RXN SMILES: [SH:1][C:2]1[N:6]([CH2:7][C:8](=O)[C:9]2[CH:14]=[CH:13][CH:12]=[CH:11][N:10]=2)[C:5]2[CH:16]=[CH:17][CH:18]=[CH:19][C:4]=2[N:3]=1.C([O-])([O-])=O.[Na+].[Na+]>>[N:10]1[CH:11]=[CH:12][CH:13]=[CH:14][C:9]=1[C:8]1[S:1][C:2]2=[N:3][C:4]3[CH:19]=[CH:18][CH:17]=[CH:16][C:5]=3[N:6]2[CH:7]=1 |f:1.2.3|. Procedure details: A solution of 2-mercapto-1-[2-oxo-2-(2-pyridyl)ethyl]benzimidazole (1 g.) in polyphosphoric acid was heated at 140° C. for 1 hour. The solution was neutralised with Na2CO3 solution and extracted into EtOAc (700 ml). The extracts were dried (MgSO4) and evaporated to give a solid which was recrystallised from EtOAc/EtOH to give the title compound (0.35 g.) mp 222°-4° C. Yields the product BrC=1C=C(C(=CC1)O)C (4-bromo-o-cresol). The solvent is C(Cl)Cl (methylene chloride), C(Cl)Cl (methylene chloride). Conditions: temperature 2 celsius. Reported procedure: Into a 5-liter reaction flask was charged 324g of o-cresol (3 moles) and 1200 g of methylene chloride. The reaction was cooled to 2° C. and 480 g (3 moles) of bromine dissolved in 960 g of methylene chloride was run in slowly over a 7-hour period. The next day, the cooling bath was removed and a heating mantle was attached. 1 liter of Isopar G (trademark of Exxon for a hydrocarbon fraction) was added and distillation of the methylene chloride was begun under water aspirator vacuum. Eventually th... The yield is 78.0%. As a reaction SMILES: [C:1]1([CH3:8])[C:6]([OH:7])=[CH:5][CH:4]=[CH:3][CH:2]=1.[Br:9]Br>C(Cl)Cl>[Br:9][C:3]1[CH:2]=[C:1]([CH3:8])[C:6]([OH:7])=[CH:5][CH:4]=1. Starting materials: 324g, C1(=CC=CC=C1O)C (o-cresol), BrBr (bromine).